From a dataset of the Open Reaction Database (ORD), a public repository of structured organic reaction records. describe an organic reaction: reactants, conditions, products, and yield Starting materials: [Li]CCCC (n-BuLi), C1=CC(=CC2=C1C=1NC3=CC=C(C=C3C1CS2)O)O (6,11-dihydro-5-thia-11-aza-benzo[a]fluorene-3,8-diol), ClC(=O)OC (methyl chloroformate). Solvent: C1CCOC1 (THF). Product: COC(=O)C=1C=C2C=3CSC4=C(C3N(C2=CC1)C)C=CC=C4 (11-Methyl-6,11-dihydro-5-thia-11-aza-benzo[a]fluorene-8-carboxylic acid methyl ester). RXN SMILES: [CH:1]1[C:6]2[C:7]3[NH:8][C:9]4[C:14]([C:15]=3[CH2:16][S:17][C:5]=2[CH:4]=[C:3](O)[CH:2]=1)=[CH:13][C:12](O)=[CH:11][CH:10]=4.[Li][CH2:21]CCC.Cl[C:26]([O:28][CH3:29])=[O:27]>C1COCC1>[CH3:29][O:28][C:26]([C:12]1[CH:13]=[C:14]2[C:9](=[CH:10][CH:11]=1)[N:8]([CH3:21])[C:7]1[C:6]3[CH:1]=[CH:2][CH:3]=[CH:4][C:5]=3[S:17][CH2:16][C:15]2=1)=[O:27]. Reported procedure: 6,11-dihydro-5-thia-11-aza-benzo[a]fluorene-3,8-diol (1 mmol, 330 mg), as prepared in Example 31, in THF (15 ml) was treated with n-BuLi (2.0 M, 0.6 ml, 1.2 mmol) at −78° C. for 30 minutes, then methyl chloroformate (1 equivalent) was added drop by drop to the reaction mixture at −78° C. After slowly warming up to room temperature, the reaction mixture was quenched by saturated ammonium chloride, extracted by ethyl acetate and purified by chromatography (Hexane:ethyl acetate=5:1) to yield the ti... Reactants: CN1C=2N(CC1)N=CC2N (1-methyl-2,3-dihydro-1H-pyrazolo[1,5-a]imidazol-7-amine), ClC1=NC=C(C(=N1)NC)C(F)(F)F (2-chloro-N-methyl-5-(trifluoromethyl)pyrimidin-4-amine), C([O-])([O-])=O.[Cs+].[Cs+] (cesium carbonate), CC(C)C1=CC(=C(C(=C1)C(C)C)C2=C(C=CC(=C2P(C3CCCCC3)C4CCCCC4)OC)OC)C(C)C (Brettphos). The reagents and catalysts are C(C)(=O)[O-].[Pd+2].C(C)(=O)[O-] (palladium acetate). The solvent is O1CCOCC1 (1,4-dioxane). Reaction conditions: temperature 100 celsius. The product is CNC1=NC(=NC=C1C(F)(F)F)NC1=C2N(N=C1)CCN2C (N4-methyl-N2-(1-methyl-2,3-dihydro-1H-imidazo[1,2-b]pyrazol-7-yl)-5-(trifluoromethyl)pyrimidine-2,4-diamine). The yield is 13.8%. As a reaction SMILES: [CH3:1][N:2]1[CH2:6][CH2:5][N:4]2[N:7]=[CH:8][C:9]([NH2:10])=[C:3]12.Cl[C:12]1[N:17]=[C:16]([NH:18][CH3:19])[C:15]([C:20]([F:23])([F:22])[F:21])=[CH:14][N:13]=1.C(=O)([O-])[O-].[Cs+].[Cs+].CC(C1C=C(C(C)C)C(C2C(P(C3CCCCC3)C3CCCCC3)=C(OC)C=CC=2OC)=C(C(C)C)C=1)C>O1CCOCC1.C([O-])(=O)C.[Pd+2].C([O-])(=O)C>[CH3:19][NH:18][C:16]1[C:15]([C:20]([F:22])([F:21])[F:23])=[CH:14][N:13]=[C:12]([NH:10][C:9]2[CH:8]=[N:7][N:4]3[CH2:5][CH2:6][N:2]([CH3:1])[C:3]=23)[N:17]=1 |f:2.3.4,7.8.9|. Procedure: A mixture of 1-methyl-2,3-dihydro-1H-pyrazolo[1,5-a]imidazol-7-amine (91 mg, 0.66 mmol), 2-chloro-N-methyl-5-(trifluoromethyl)pyrimidin-4-amine (90 mg, 0.44 mmol), cesium carbonate (287 mg, 0.88 mmol), palladium acetate (2 mg, 0.009) and Brettphos (7 mg, 0.013 mmol) in 1,4-dioxane (1.5 mL) was degassed by bubbling nitrogen through the mixture for 5 min. The reaction tube was sealed and the mixture was heated to 100° C. for 18 h. The mixture was cooled, diluted with ethyl acetate (5 mL) and washe...